Task: describe an organic reaction: reactants, conditions, products, and yield. Dataset: the Open Reaction Database (ORD), a public repository of structured organic reaction records Starting materials: ClC=1C(=CC(=C(C1)OC)OCC1=C(C(=CC=C1OC)F)F)[N+](=O)[O-] (5-chloro-2-(2,3-difluoro-6-methoxybenzyloxy)-4-nitroanisole), O1CCCC1 (tetrahydrofuran), C(O)([O-])=O.[Na+] (sodium hydrogen carbonate), [BH4-].[Na+] (sodium borohydride). The reagents and catalysts are [Ni](Br)Br (nickel(II) bromide). The solvent is CO (methanol). Yields the product ClC1=C(N)C=C(C(=C1)OC)OCC1=C(C(=CC=C1OC)F)F (2-Chloro-5-(2,3-difluoro-6-methoxybenzyloxy)-4-methoxyaniline). The yield is 90.1%. Reaction SMILES: [Cl:1][C:2]1[C:3]([N+:22]([O-])=O)=[CH:4][C:5]([O:10][CH2:11][C:12]2[C:17]([O:18][CH3:19])=[CH:16][CH:15]=[C:14]([F:20])[C:13]=2[F:21])=[C:6]([O:8][CH3:9])[CH:7]=1.O1CCCC1.[BH4-].[Na+].C(=O)([O-])O.[Na+]>[Ni](Br)Br.CO>[Cl:1][C:2]1[CH:7]=[C:6]([O:8][CH3:9])[C:5]([O:10][CH2:11][C:12]2[C:17]([O:18][CH3:19])=[CH:16][CH:15]=[C:14]([F:20])[C:13]=2[F:21])=[CH:4][C:3]=1[NH2:22] |f:2.3,4.5|. Reported procedure: To a mixture of 5-chloro-2-(2,3-difluoro-6-methoxybenzyloxy)-4-nitroanisole (9.41 g), nickel(II) bromide (0.29 g), tetrahydrofuran (100 mL) and methanol (100 mL) was added sodium borohydride (2.97 g) under ice-cooling, and the mixture was stirred under ice-cooling for 30 minutes, and then stirred at room temperature for 30 minutes. To the reaction mixture was added a saturated aqueous sodium hydrogen carbonate solution, and the resulting mixture was extracted with ethyl acetate. The extract was ... The reactants are O (water), CC1(CC(CCC1)=O)C (3,3-Dimethylcyclohexanone), C[Si](C)(C)[N-][Si](C)(C)C.[Na+] (sodium bis(trimethylsilyl)amide), BrCC1CCN(CC1)C(=O)OC(C)(C)C (tert-Butyl 4-(bromomethyl)piperidine-1-carboxylate). Solvent: CS(=O)C (dimethylsulfoxide). Conditions: time 1 hour. Yields the product CC1(CC(C(CC1)CC1CCN(CC1)C(=O)OC(C)(C)C)=O)C (tert-butyl 4-((4,4-dimethyl-2-oxocyclohexyl)methyl)piperidine-1-carboxylate). RXN SMILES: [CH3:1][C:2]1([CH3:9])[CH2:7][CH2:6][CH2:5][C:4](=[O:8])[CH2:3]1.C[Si]([N-][Si](C)(C)C)(C)C.[Na+].Br[CH2:21][CH:22]1[CH2:27][CH2:26][N:25]([C:28]([O:30][C:31]([CH3:34])([CH3:33])[CH3:32])=[O:29])[CH2:24][CH2:23]1.O>CS(C)=O>[CH3:1][C:2]1([CH3:9])[CH2:7][CH2:6][CH:5]([CH2:21][CH:22]2[CH2:27][CH2:26][N:25]([C:28]([O:30][C:31]([CH3:32])([CH3:34])[CH3:33])=[O:29])[CH2:24][CH2:23]2)[C:4](=[O:8])[CH2:3]1 |f:1.2|. Procedure details: 3,3-Dimethylcyclohexanone (5.60 mL) was added to sodium bis(trimethylsilyl)amide (45.3 mL, 1M in tetrahydrofuran), and the reaction was stirred for 1 hour. tert-Butyl 4-(bromomethyl)piperidine-1-carboxylate (11.1 g) in dimethylsulfoxide (30 mL) was added, and the reaction was stirred at 50° C. for 24 hours. The reaction was cooled, poured into water (300 mL), extracted three times with ether, and the combined extracts were washed three times with water, and brine, dried over Na2SO4, filtered, an... The reactants are [Al+3], CCOC(=O)c1cnn(CC)c1, [H-], [H-], [H-], [H-], [Li+], [Na+], [Na+], C1CCOC1, O, O, O, O, O, O, O, O, O, O, O=S(=O)([O-])[O-]. Reaction SMILES: [Al+3:2].[CH2:7]([CH3:8])[n:9]1[n:10][cH:11][c:12]([C:14](=[O:15])[O:16][CH2:17][CH3:18])[cH:13]1.[H-:1].[H-:4].[H-:5].[H-:6].[Li+:3].[Na+:34].[Na+:35].[O:36]1[CH2:37][CH2:38][CH2:39][CH2:40]1.[OH2:19].[OH2:20].[OH2:21].[OH2:22].[OH2:23].[OH2:24].[OH2:25].[OH2:26].[OH2:27].[OH2:28].[S:29]([O-:30])([O-:31])(=[O:32])=[O:33]>>[CH2:7]([CH3:8])[n:9]1[n:10][cH:11][c:12]([CH2:14][OH:15])[cH:13]1. Yields the product CCn1cc(CO)cn1. Reactants: CCO, CC(=O)O, O=Cc1ccc([N+](=O)[O-])s1, NNC(=O)c1ccc(O)cc1. The product is O=C(NN=Cc1ccc([N+](=O)[O-])s1)c1ccc(O)cc1. RXN SMILES: [CH3:22][CH2:23][OH:24].[CH3:25][C:26](=[O:27])[OH:28].[N+:12](=[O:13])([O-:14])[c:15]1[cH:16][cH:17][c:18]([CH:20]=[O:21])[s:19]1.[OH:1][c:2]1[cH:3][cH:4][c:5]([C:6](=[O:7])[NH:8][NH2:9])[cH:10][cH:11]1>>[OH:1][c:2]1[cH:3][cH:4][c:5]([C:6](=[O:7])[NH:8][N:9]=[CH:20][c:18]2[cH:17][cH:16][c:15]([N+:12](=[O:13])[O-:14])[s:19]2)[cH:10][cH:11]1. The reactants are O=N (ketoamine), C(CCC)N(CC(=O)C1=CC=C(C=C1)NS(=O)(=O)C)CCCC (N-[4-[2-(Dibutylamino)-1-oxoethyl]phenyl]methanesulfonamide). Reagents/catalysts: [Pd] (palladium on carbon). Run in CCO (EtOH). Reaction conditions: time 18.5 hour. Yields the product C(CCC)N(CC(O)C1=CC=C(C=C1)NS(=O)(=O)C)CCCC (N-[4-[2-(Dibutylamino)-1-hydroxyethyl]phenyl]methanesulfonamide). Reaction SMILES: O=N.[CH2:3]([N:7]([CH2:22][CH2:23][CH2:24][CH3:25])[CH2:8][C:9]([C:11]1[CH:16]=[CH:15][C:14]([NH:17][S:18]([CH3:21])(=[O:20])=[O:19])=[CH:13][CH:12]=1)=[O:10])[CH2:4][CH2:5][CH3:6]>[Pd].CCO>[CH2:22]([N:7]([CH2:3][CH2:4][CH2:5][CH3:6])[CH2:8][CH:9]([C:11]1[CH:12]=[CH:13][C:14]([NH:17][S:18]([CH3:21])(=[O:20])=[O:19])=[CH:15][CH:16]=1)[OH:10])[CH2:23][CH2:24][CH3:25]. Procedure details: A mixture of 0.46 g (1.35 mmol) of the ketoamine free base, N-[4-[2-(Dibutylamino)-1-oxoethyl]phenyl]methanesulfonamide, 0.15 g of 10% palladium on carbon catalyst and 150 ml of absolute EtOH is placed on a Parr hydrogenator and shaken under an hydrogen atmosphere for 18.5 hrs. The catalyst is removed by filtration and the filtrate is concentrated in vacuo. The residue is chromatographed on a 100 ml silica gel column (elution with 3% MeOH:CH2Cl2 containing 0.3% NH4OH) and fractions are collected... Reactants: CC(C)(C)OC(=O)N1CC(O)CC1C(=O)O, CC(=O)OC(C)C, CC1(C)CCCC(C)(C)N1O, [K+], O=S(=O)([O-])O. Product: CC(C)(C)OC(=O)N1CC(=O)CC1C(=O)O. Reaction SMILES: [C:1]([CH3:2])([CH3:3])([CH3:4])[O:5][C:6](=[O:7])[N:8]1[CH:9]([C:14](=[O:15])[OH:16])[CH2:10][CH:11]([OH:13])[CH2:12]1.[C:34]([O:35][CH:36]([CH3:37])[CH3:38])(=[O:39])[CH3:40].[CH3:17][C:18]1([CH3:27])[N:19]([O:20])[C:21]([CH3:22])([CH3:23])[CH2:24][CH2:25][CH2:26]1.[K+:33].[S:28](=[O:29])(=[O:30])([OH:31])[O-:32]>>[C:1]([CH3:2])([CH3:3])([CH3:4])[O:5][C:6](=[O:7])[N:8]1[CH:9]([C:14](=[O:15])[OH:16])[CH2:10][C:11](=[O:13])[CH2:12]1.